Dataset: the Open Reaction Database (ORD), a public repository of structured organic reaction records. Task: describe an organic reaction: reactants, conditions, products, and yield Starting materials: COC(=O)C(N)Cc1ccccc1, CN(C)C=O, Cl, S=C(Nc1nc2ccccc2s1)n1ccnc1. The product is COC(=O)C(Cc1ccccc1)NC(=S)Nc1nc2ccccc2s1. RXN SMILES: [CH3:19][O:20][C:21]([CH:22]([NH2:23])[CH2:24][c:25]1[cH:26][cH:27][cH:28][cH:29][cH:30]1)=[O:31].[CH3:32][N:33]([CH3:34])[CH:35]=[O:36].[ClH:18].[s:1]1[c:2]([NH:10][C:11](=[S:12])[n:13]2[cH:14][cH:15][n:16][cH:17]2)[n:3][c:4]2[c:5]1[cH:6][cH:7][cH:8][cH:9]2>>[s:1]1[c:2]([NH:10][C:11](=[S:12])[NH:23][CH:22]([C:21]([O:20][CH3:19])=[O:31])[CH2:24][c:25]2[cH:26][cH:27][cH:28][cH:29][cH:30]2)[n:3][c:4]2[c:5]1[cH:6][cH:7][cH:8][cH:9]2. Reactants: COc1ccc(N2CC(C)NC(C)C2)cc1NS(=O)(=O)c1ccc(Br)cc1, O=C1CCCN1. The product is COc1ccc(N2CC(C)NC(C)C2)cc1NS(=O)(=O)c1ccc(N2CCCC2=O)cc1. As a reaction SMILES: [Br:1][c:2]1[cH:3][cH:4][c:5]([S:8](=[O:9])(=[O:10])[NH:11][c:12]2[c:13]([O:26][CH3:27])[cH:14][cH:15][c:16]([N:18]3[CH2:19][CH:20]([CH3:25])[NH:21][CH:22]([CH3:24])[CH2:23]3)[cH:17]2)[cH:6][cH:7]1.[NH:28]1[C:29](=[O:33])[CH2:30][CH2:31][CH2:32]1>>[c:2]1([N:28]2[C:29](=[O:33])[CH2:30][CH2:31][CH2:32]2)[cH:3][cH:4][c:5]([S:8](=[O:9])(=[O:10])[NH:11][c:12]2[c:13]([O:26][CH3:27])[cH:14][cH:15][c:16]([N:18]3[CH2:19][CH:20]([CH3:25])[NH:21][CH:22]([CH3:24])[CH2:23]3)[cH:17]2)[cH:6][cH:7]1. Reactants: CC(=O)OC(C)(C)C, [Li]CCCC, CC(C)NC(C)C, O=C(Cl)c1cc2ccccc2cc1O. The product is CC(C)(C)OC(=O)CC(=O)c1cc2ccccc2cc1O. Reaction SMILES: [C:13]([CH3:14])(=[O:15])[O:16][C:17]([CH3:18])([CH3:19])[CH3:20].[CH3:8][CH2:9][CH2:10][CH2:11][Li:12].[CH:1]([NH:2][CH:3]([CH3:4])[CH3:5])([CH3:6])[CH3:7].[OH:21][c:22]1[c:23]([C:32](=[O:33])[Cl:34])[cH:24][c:25]2[cH:26][cH:27][cH:28][cH:29][c:30]2[cH:31]1>>[C:13]([CH2:14][C:32]([c:23]1[c:22]([OH:21])[cH:31][c:30]2[c:25]([cH:24]1)[cH:26][cH:27][cH:28][cH:29]2)=[O:33])(=[O:15])[O:16][C:17]([CH3:18])([CH3:19])[CH3:20]. The yield is 87.0%. Product: C(C)OC(CCCCCCN1CCC(CC1)C(O)(C1=CC=C(C=C1)F)C1=CC=C(C=C1)F)=O (4-[Bis(4-fluorophenyl)hydroxymethyl]-1-piperidineheptanoic acid ethyl ester). The solvent is CN(C=O)C (N,N-dimethylformamide). Starting materials: FC1=CC=C(C=C1)C(O)(C1CCNCC1)C1=CC=C(C=C1)F (α,α-bis(4-fluorophenyl)-4-piperidinemethanol), BrCCCCCCC(=O)OCC (ethyl 7-bromoheptanoate), C([O-])([O-])=O.[Na+].[Na+] (sodium carbonate), [I-].[K+] (potassium iodide). Procedure details: This compound was prepared according to the procedure used in Example 7. A mixture of 4.6 g (0.015 mole) of α,α-bis(4-fluorophenyl)-4-piperidinemethanol, 3.6 g (0.015 mole) of ethyl 7-bromoheptanoate, 6.4 g (0.061 mole) of anhydrous sodium carbonate and 0.3 g (0.002 mole) of potassium iodide in 50 ml of N,N-dimethylformamide gave 6.0 g of a dark oil. The oil was purified by high pressure liquid chromatography (Waters Associates Prep LC/System 500A; PrepPAK® 500/silica; ethyl acetate; flow rate 1... RXN SMILES: [F:1][C:2]1[CH:7]=[CH:6][C:5]([C:8]([C:16]2[CH:21]=[CH:20][C:19]([F:22])=[CH:18][CH:17]=2)([CH:10]2[CH2:15][CH2:14][NH:13][CH2:12][CH2:11]2)[OH:9])=[CH:4][CH:3]=1.Br[CH2:24][CH2:25][CH2:26][CH2:27][CH2:28][CH2:29][C:30]([O:32][CH2:33][CH3:34])=[O:31].C(=O)([O-])[O-].[Na+].[Na+].[I-].[K+]>CN(C)C=O>[CH2:33]([O:32][C:30](=[O:31])[CH2:29][CH2:28][CH2:27][CH2:26][CH2:25][CH2:24][N:13]1[CH2:12][CH2:11][CH:10]([C:8]([C:16]2[CH:17]=[CH:18][C:19]([F:22])=[CH:20][CH:21]=2)([C:5]2[CH:6]=[CH:7][C:2]([F:1])=[CH:3][CH:4]=2)[OH:9])[CH2:15][CH2:14]1)[CH3:34] |f:2.3.4,5.6|.